Dataset: the Open Reaction Database (ORD), a public repository of structured organic reaction records. Task: describe an organic reaction: reactants, conditions, products, and yield The reactants are N1(CCNCC1)CCCO (1-Piperazinepropanol), C(C1=CC=CC=C1)(C1=CC=CC=C1)Br (benzhydryl bromide). Yields the product C(C1=CC=CC=C1)(C1=CC=CC=C1)N1CCN(CC1)CCCO (4-benzhydryl-1-piperazinepropanol). Yield: 76.3%. Reaction SMILES: [N:1]1([CH2:7][CH2:8][CH2:9][OH:10])[CH2:6][CH2:5][NH:4][CH2:3][CH2:2]1.[CH:11](Br)([C:18]1[CH:23]=[CH:22][CH:21]=[CH:20][CH:19]=1)[C:12]1[CH:17]=[CH:16][CH:15]=[CH:14][CH:13]=1>>[CH:11]([N:4]1[CH2:5][CH2:6][N:1]([CH2:7][CH2:8][CH2:9][OH:10])[CH2:2][CH2:3]1)([C:12]1[CH:17]=[CH:16][CH:15]=[CH:14][CH:13]=1)[C:18]1[CH:23]=[CH:22][CH:21]=[CH:20][CH:19]=1. Reported procedure: 1-Piperazinepropanol was reacted with benzhydryl bromide in the same manner as Reference Example 1-(1) to give crystals of 4-benzhydryl-1-piperazinepropanol, m.p. 126°-128° C. Yield 76.3%. The reactants are C(C1=CC=CC=C1)NC1C(C(CC1)(O)C)(C)F (3-(benzylamino)-2-fluoro-1,2-dimethylcyclopentanol), Cl (hydrochloric acid). Reagents/catalysts: [Pd] (palladium on carbon). Run in CO (methanol). Run at time 15 hour. Product: N[C@H]1[C@@]([C@@](CC1)(O)C)(C)F ((1R,2R,3R)-3-amino-2-fluoro-1,2-dimethylcyclopentanol), hydrochloride salt. As a reaction SMILES: C([NH:8][CH:9]1[CH2:13][CH2:12][C:11]([CH3:15])([OH:14])[C:10]1([F:17])[CH3:16])C1C=CC=CC=1.Cl>[Pd].CO>[NH2:8][C@@H:9]1[CH2:13][CH2:12][C@@:11]([CH3:15])([OH:14])[C@@:10]1([F:17])[CH3:16]. Procedure: A mixture of 3-(benzylamino)-2-fluoro-1,2-dimethylcyclopentanol (415 mg, 1.749 mmol, from Step 3), 10% palladium on carbon (93 mg) in methanol (10 mL) and 4 N aqueous hydrochloric acid (0.481 mL, 1.924 mmol) was stirred under hydrogen at 34 psi for 15 h. After removal of catalyst by filtration, the filtrate was concentrated to give (1R,2R,3R)-3-amino-2-fluoro-1,2-dimethylcyclopentanol (racemic mixture) as a hydrochloride salt. 1H NMR (400 MHz, methanol-d4) δ ppm 3.51-3.85 (1 H, m), 2.21-2.55 (1 ... As a reaction SMILES: [C:1]([CH3:2])([CH3:3])([CH3:4])[O:5][C:6](=[O:7])[N:8]1[CH2:9][CH:10]([N:13]2[CH2:14][C:15](=[O:25])[NH:16][c:17]3[c:18]([cH:20][cH:21][c:22]([Cl:24])[cH:23]3)[CH2:19]2)[CH2:11][CH2:12]1.[CH2:28]([CH3:29])[I:30].[CH2:31]1[O:32][CH2:33][CH2:34][CH2:35]1.[H-:27].[Na+:26]>>[C:1]([CH3:2])([CH3:3])([CH3:4])[O:5][C:6](=[O:7])[N:8]1[CH2:9][CH:10]([N:13]2[CH2:14][C:15](=[O:25])[N:16]([CH2:28][CH3:29])[c:17]3[c:18]([cH:20][cH:21][c:22]([Cl:24])[cH:23]3)[CH2:19]2)[CH2:11][CH2:12]1. The product is CCN1C(=O)CN(C2CCN(C(=O)OC(C)(C)C)C2)Cc2ccc(Cl)cc21. The reactants are CC(C)(C)OC(=O)N1CCC(N2CC(=O)Nc3cc(Cl)ccc3C2)C1, CCI, C1CCOC1, [H-], [Na+]. The reactants are ClC1=CC(=CC2=C1C(C(=CO2)C2=C(C=CC=C2)Cl)=O)O (5-chloro-3-(2-chlorophenyl)-7-hydroxy-4-oxo-4H-1-benzopyran), C([O-])([O-])=O.[K+].[K+] (potassium carbonate), ClCC#N (chloroacetonitrile), [I-].[K+] (potassium iodide). The solvent is O (Water), CC(=O)C (acetone). The product is ClC1=CC(=CC2=C1C(C(=CO2)C2=C(C=CC=C2)Cl)=O)OCC#N ({[5-chloro-3-(2-chlorophenyl)-4-oxo-4H-1-benzopyran-7-yl]oxy}acetonitrile). Isolated yield 88.7%. Reaction SMILES: [Cl:1][C:2]1[C:7]2[C:8](=[O:19])[C:9]([C:12]3[CH:17]=[CH:16][CH:15]=[CH:14][C:13]=3[Cl:18])=[CH:10][O:11][C:6]=2[CH:5]=[C:4]([OH:20])[CH:3]=1.C(=O)([O-])[O-].[K+].[K+].Cl[CH2:28][C:29]#[N:30].[I-].[K+]>CC(C)=O.O>[Cl:1][C:2]1[C:7]2[C:8](=[O:19])[C:9]([C:12]3[CH:17]=[CH:16][CH:15]=[CH:14][C:13]=3[Cl:18])=[CH:10][O:11][C:6]=2[CH:5]=[C:4]([O:20][CH2:28][C:29]#[N:30])[CH:3]=1 |f:1.2.3,5.6|. Procedure details: In 50 ml of acetone was dissolved 1.4 g of 5-chloro-3-(2-chlorophenyl)-7-hydroxy-4-oxo-4H-1-benzopyran, and 0.7 g of anhydrous potassium carbonate, 0.38 g of chloroacetonitrile and 0.15 g of potassium iodide were added to the solution, followed by refluxing for 8 hours. Water was added to the reaction mixture, and the precipitated crystals were collected by filtration. Recrystallization of the crystals from ethanol gave 1.4 g of the entitled compound having a melting point of 174° to 175° C.